From a dataset of the Open Reaction Database (ORD), a public repository of structured organic reaction records. describe an organic reaction: reactants, conditions, products, and yield The reactants are BrC1=NC=C(C=2C1=CN(N2)C2=C(C#N)C=C(C=C2Cl)C=C)F (2-(4-bromo-7-fluoropyrazolo[4,3-c]pyridin-2-yl)-3-chloro-5-vinylbenzonitrile), CC1=CC(=NC=N1)N (6-methylpyrimidin-4-ylamine), CC1(C2=C(C(=CC=C2)P(C3=CC=CC=C3)C4=CC=CC=C4)OC5=C(C=CC=C51)P(C6=CC=CC=C6)C7=CC=CC=C7)C (Xantphos), C([O-])([O-])=O.[Cs+].[Cs+] (cesium carbonate). Reagents/catalysts: C=1C=CC(=CC1)/C=C/C(=O)/C=C/C2=CC=CC=C2.C=1C=CC(=CC1)/C=C/C(=O)/C=C/C2=CC=CC=C2.C=1C=CC(=CC1)/C=C/C(=O)/C=C/C2=CC=CC=C2.[Pd].[Pd] (Pd2(dba)3). The solvent is O1CCOCC1 (dioxane). Conditions: temperature 80 celsius. The product is ClC=1C(=C(C#N)C=C(C1)C=C)N1N=C2C(C(=NC=C2F)NC2=NC=NC(=C2)C)=C1 (3-Chloro-2-[7-fluoro-4-(6-methylpyrimidin-4-ylamino)pyrazolo[4,3-c]pyridin-2-yl]-5-vinylbenzonitrile). The yield is 57.5%. RXN SMILES: Br[C:2]1[C:7]2=[CH:8][N:9]([C:11]3[C:18]([Cl:19])=[CH:17][C:16]([CH:20]=[CH2:21])=[CH:15][C:12]=3[C:13]#[N:14])[N:10]=[C:6]2[C:5]([F:22])=[CH:4][N:3]=1.[CH3:23][C:24]1[N:29]=[CH:28][N:27]=[C:26]([NH2:30])[CH:25]=1.CC1(C)C2C(=C(P(C3C=CC=CC=3)C3C=CC=CC=3)C=CC=2)OC2C(P(C3C=CC=CC=3)C3C=CC=CC=3)=CC=CC1=2.C(=O)([O-])[O-].[Cs+].[Cs+]>O1CCOCC1.C1C=CC(/C=C/C(/C=C/C2C=CC=CC=2)=O)=CC=1.C1C=CC(/C=C/C(/C=C/C2C=CC=CC=2)=O)=CC=1.C1C=CC(/C=C/C(/C=C/C2C=CC=CC=2)=O)=CC=1.[Pd].[Pd]>[Cl:19][C:18]1[C:11]([N:9]2[CH:8]=[C:7]3[C:2]([NH:30][C:26]4[CH:25]=[C:24]([CH3:23])[N:29]=[CH:28][N:27]=4)=[N:3][CH:4]=[C:5]([F:22])[C:6]3=[N:10]2)=[C:12]([CH:15]=[C:16]([CH:20]=[CH2:21])[CH:17]=1)[C:13]#[N:14] |f:3.4.5,7.8.9.10.11|. Procedure details: A mixture of 2-(4-bromo-7-fluoropyrazolo[4,3-c]pyridin-2-yl)-3-chloro-5-vinylbenzonitrile (67 mg, 0.18 mmol), 6-methylpyrimidin-4-ylamine (24 mg, 0.22 mmol), Pd2(dba)3 (4 mg, 0.005 mmol), Xantphos (10 mg, 0.018 mmol) and cesium carbonate (117 mg, 0.36 mmol) in dioxane (2.0 mL) was de-gassed and purged with nitrogen and the reaction mixture was heated at 80° C. in a sealed vial overnight. The resultant mixture was allowed to cool to room temperature, before being partitioned between ethyl acetate...